The task is: describe an organic reaction: reactants, conditions, products, and yield. This data is from the Open Reaction Database (ORD), a public repository of structured organic reaction records. Conditions: temperature 60 celsius, time 5 hour. Reported procedure: To a solution of 3-(l,l-dimethyl-2-oxoethyl)benzoic acid in acetone (60 mL) were added potassium carbonate (3.78 g, 27.3 mmol) and methyl iodide (3.40 mL, 54.6 mmol), and the mixture was stirred at 60° C. for 5 hr. The insoluble material was filtered off, and the filtrate was concentrated under reduced pressure. To the obtained residue was added saturated aqueous sodium hydrogen carbonate solution (50 mL), and the mixture was extracted with ethyl acetate (100 mL, 30 mL). The combined organic lay... Solvent: CC(=O)C (acetone). Reaction SMILES: [CH3:1][C:2]([C:6]1[CH:7]=[C:8]([CH:12]=[CH:13][CH:14]=1)[C:9]([OH:11])=[O:10])([CH3:5])[CH:3]=[O:4].[C:15](=O)([O-])[O-].[K+].[K+].CI>CC(C)=O>[CH3:5][C:2]([C:6]1[CH:7]=[C:8]([CH:12]=[CH:13][CH:14]=1)[C:9]([O:11][CH3:15])=[O:10])([CH3:1])[CH:3]=[O:4] |f:1.2.3|. The product is CC(C=O)(C)C=1C=C(C(=O)OC)C=CC1 (methyl 3-(1,1-dimethyl-2-oxoethyl)benzoate). Starting materials: CC(C=O)(C)C=1C=C(C(=O)O)C=CC1 (3-(l,l-dimethyl-2-oxoethyl)benzoic acid), C([O-])([O-])=O.[K+].[K+] (potassium carbonate), CI (methyl iodide). The reactants are CC#N, COc1cc(OC)c(N=C=O)cc1Cl, Nc1ccc(NC(=O)c2ccccc2F)cc1. The product is COc1cc(OC)c(NC(=O)Nc2ccc(NC(=O)c3ccccc3F)cc2)cc1Cl. As a reaction SMILES: [CH3:32][C:33]#[N:34].[Cl:18][c:19]1[c:20]([O:30][CH3:31])[cH:21][c:22]([O:28][CH3:29])[c:23]([N:25]=[C:26]=[O:27])[cH:24]1.[NH2:1][c:2]1[cH:3][cH:4][c:5]([NH:8][C:9]([c:10]2[c:11]([F:16])[cH:12][cH:13][cH:14][cH:15]2)=[O:17])[cH:6][cH:7]1>>[NH:1]([c:2]1[cH:3][cH:4][c:5]([NH:8][C:9]([c:10]2[c:11]([F:16])[cH:12][cH:13][cH:14][cH:15]2)=[O:17])[cH:6][cH:7]1)[C:26]([NH:25][c:23]1[c:22]([O:28][CH3:29])[cH:21][c:20]([O:30][CH3:31])[c:19]([Cl:18])[cH:24]1)=[O:27]. The reactants are ClC=1C=C(C=CC1OC(C)C)C1=NC(=NO1)C=1C=CC=C2C(=CN(C12)C)CCNCC(=O)OCC (Ethyl N-{2-[7-(5-{3-chloro-4-[(1-methylethyl)oxy]phenyl}-1,2,4-oxadiazol-3-yl)-1-methyl-1H-indol-3-yl]ethyl}glycinate), [OH-].[Na+] (NaOH), Cl (HCl). Run in C1CCOC1 (THF). Reaction conditions: temperature 50 celsius, time 3 hour. Yields the product ClC=1C=C(C=CC1OC(C)C)C1=NC(=NO1)C=1C=CC=C2C(=CN(C12)C)CCNCC(=O)O (N-{2-[7-(5-{3-chloro-4-[(1-methylethyl)oxy]phenyl}-1,2,4-oxadiazol-3-yl)-1-methyl-1H-indol-3-yl]ethyl}glycine). Isolated yield 68.9%. Reaction SMILES: [Cl:1][C:2]1[CH:3]=[C:4]([C:12]2[O:16][N:15]=[C:14]([C:17]3[CH:18]=[CH:19][CH:20]=[C:21]4[C:25]=3[N:24]([CH3:26])[CH:23]=[C:22]4[CH2:27][CH2:28][NH:29][CH2:30][C:31]([O:33]CC)=[O:32])[N:13]=2)[CH:5]=[CH:6][C:7]=1[O:8][CH:9]([CH3:11])[CH3:10].[OH-].[Na+].Cl>C1COCC1>[Cl:1][C:2]1[CH:3]=[C:4]([C:12]2[O:16][N:15]=[C:14]([C:17]3[CH:18]=[CH:19][CH:20]=[C:21]4[C:25]=3[N:24]([CH3:26])[CH:23]=[C:22]4[CH2:27][CH2:28][NH:29][CH2:30][C:31]([OH:33])=[O:32])[N:13]=2)[CH:5]=[CH:6][C:7]=1[O:8][CH:9]([CH3:10])[CH3:11] |f:1.2|. Reported procedure: To a solution of ethyl N-{2-[7-(5-{3-chloro-4-[(1-methylethyl)oxy]phenyl}-1,2,4-oxadiazol-3-yl)-1-methyl-1H-indol-3-yl]ethyl}glycinate (D89) (20 mg) in THF (5 mL) was added aqueous NaOH (2 M, 1 mL). The reaction was stirred at 50° C. for 3 h. The mixture was cooled to room temperature and acidified with aqueous HCl (2 M) to pH 4-5. The mixture was partitioned between ethyl acetate (25 mL) and water (20 mL). The organic phase was evaporated to give the crude product, which was purified by Mass Di... Solvent: S(=O)(Cl)Cl (thionyl chloride), N1=CC=CC=C1 (pyridine). Reported procedure: 5-Carboxy-2-(2-imidazolyl)-pyridine (1.89 g, 0.01 mol) is refluxed in 10 ml of thionyl chloride for 2 h. The solution is evaporated to dryness and the residue dissolved in 20 ml of dichloromethane. The latter solution is added dropwise to a mixture of 1-hexadecanol (2.68 g, 0.011 mol) in 1.6 ml of pyridine. After 17 h at room temperature, the precipitate is filtered off and the filtrate evaporated to dryness. The resulting residue is crystallized in toluene to yield the title compound, m.p. 97°-... Reaction SMILES: [C:1]([C:4]1[CH:5]=[CH:6][C:7]([C:10]2[NH:11][CH:12]=[CH:13][N:14]=2)=[N:8][CH:9]=1)([OH:3])=[O:2].[CH2:15](O)[CH2:16][CH2:17][CH2:18][CH2:19][CH2:20][CH2:21][CH2:22][CH2:23][CH2:24][CH2:25][CH2:26][CH2:27][CH2:28][CH2:29][CH3:30]>S(Cl)(Cl)=O.N1C=CC=CC=1>[NH:14]1[CH:13]=[CH:12][N:11]=[C:10]1[C:7]1[CH:6]=[CH:5][C:4]([C:1]([O:3][CH2:30][CH2:29][CH2:28][CH2:27][CH2:26][CH2:25][CH2:24][CH2:23][CH2:22][CH2:21][CH2:20][CH2:19][CH2:18][CH2:17][CH2:16][CH3:15])=[O:2])=[CH:9][N:8]=1. Reaction conditions: time 17 hour. The product is N1C(=NC=C1)C1=NC=C(C=C1)C(=O)OCCCCCCCCCCCCCCCC (Hexadecyl 2-(2-imidazolyl)-pyridine-5-carboxylate). The reactants are C(=O)(O)C=1C=CC(=NC1)C=1NC=CN1 (5-Carboxy-2-(2-imidazolyl)-pyridine), C(CCCCCCCCCCCCCCC)O (1-hexadecanol).